From a dataset of the Open Reaction Database (ORD), a public repository of structured organic reaction records. describe an organic reaction: reactants, conditions, products, and yield Starting materials: C1(CCCC1)C(C=1OC2=C(C1C)C=C(C=C2)F)NC2=CC=C(C(=O)OC)C=C2 (methyl 4-{[cyclopentyl(5-fluoro-3-methyl-1-benzofuran-2-yl)methyl]amino}benzoate), O1CCCC1 (tetrahydrofuran), [OH-].[Na+] (sodium hydroxide), [OH-].[Na+] (sodium hydroxide). Solvent: C(C)O (ethanol). Product: C1(CCCC1)C(C=1OC2=C(C1C)C=C(C=C2)F)NC2=CC=C(C(=O)O)C=C2 (4-{[cyclopentyl(5-fluoro-3-methyl-1-benzofuran-2-yl)methyl]amino}benzoic acid). Yield: 94.2%. RXN SMILES: [CH:1]1([CH:6]([NH:18][C:19]2[CH:28]=[CH:27][C:22]([C:23]([O:25]C)=[O:24])=[CH:21][CH:20]=2)[C:7]2[O:8][C:9]3[CH:16]=[CH:15][C:14]([F:17])=[CH:13][C:10]=3[C:11]=2[CH3:12])[CH2:5][CH2:4][CH2:3][CH2:2]1.O1CCCC1.[OH-].[Na+]>C(O)C>[CH:1]1([CH:6]([NH:18][C:19]2[CH:28]=[CH:27][C:22]([C:23]([OH:25])=[O:24])=[CH:21][CH:20]=2)[C:7]2[O:8][C:9]3[CH:16]=[CH:15][C:14]([F:17])=[CH:13][C:10]=3[C:11]=2[CH3:12])[CH2:5][CH2:4][CH2:3][CH2:2]1 |f:2.3|. Procedure: To a mixture of methyl 4-{[cyclopentyl(5-fluoro-3-methyl-1-benzofuran-2-yl)methyl]amino}benzoate (1.19 g) synthesized above, tetrahydrofuran (6 mL) and ethanol (6 mL) was added 1N aqueous sodium hydroxide solution (6 mL), and the mixture was stirred with heating under reflux for 3.5 hr. 1N Aqueous sodium hydroxide solution (6 mL) was additionally added to the mixture, and the mixture was stirred with heating under reflux for 14 hr. The reaction mixture was concentrated under reduced pressure, 1N... Starting materials: CN1C=2C=CC(=CC2C2=C1NC(C1=CC=CC=C21)=O)Cl (7-methyl-10-chloro-7H-indolo(2,3-c)isoquinolin-5(6H)-one), [H-].[Na+] (sodium hydride), C(C)Br (ethyl bromide). Product: C(C)OC1=NC2=C(C3=CC=CC=C13)C=1C=C(C=CC1N2C)Cl (5-Ethoxy-7-methyl-10-chloro-7H-indolo(2,3-c)isoquinoline). As a reaction SMILES: [CH3:1][N:2]1[C:10]2[NH:11][C:12](=[O:19])[C:13]3[C:18]([C:9]=2[C:8]2[CH:7]=[C:6]([Cl:20])[CH:5]=[CH:4][C:3]1=2)=[CH:17][CH:16]=[CH:15][CH:14]=3.[H-].[Na+].[CH2:23](Br)[CH3:24]>>[CH2:23]([O:19][C:12]1[C:13]2[C:18](=[CH:17][CH:16]=[CH:15][CH:14]=2)[C:9]2[C:8]3[CH:7]=[C:6]([Cl:20])[CH:5]=[CH:4][C:3]=3[N:2]([CH3:1])[C:10]=2[N:11]=1)[CH3:24] |f:1.2|. Reported procedure: 5-Ethoxy-7-methyl-10-chloro-7H-indolo(2,3-c)isoquinoline (melting point 161°-163° C.) is prepared from 7-methyl-10-chloro-7H-indolo(2,3-c)isoquinolin-5(6H)-one, sodium hydride and ethyl bromide by the method described in Example 8. Starting materials: ClC=1N=NC(=CC1)N(C)C (3-chloro-6-dimethylaminopyridazine), C(=O)(OCC)NN (monocarbethoxyhydrazine). Solvent: O (water). Conditions: temperature 160 celsius. Product: Cl.C(=O)(OCC)NNC=1N=NC(=CC1)N(C)C (3-(2-Carbethoxyhydrazino)-6-dimethylaminopyridazine hydrochloride). RXN SMILES: [Cl:1][C:2]1[N:3]=[N:4][C:5]([N:8]([CH3:10])[CH3:9])=[CH:6][CH:7]=1.[C:11]([NH:16][NH2:17])([O:13][CH2:14][CH3:15])=[O:12]>O>[ClH:1].[C:11]([NH:16][NH:17][C:2]1[N:3]=[N:4][C:5]([N:8]([CH3:10])[CH3:9])=[CH:6][CH:7]=1)([O:13][CH2:14][CH3:15])=[O:12] |f:3.4|. Procedure details: A mixture of 1.57 g (0.01 moles) 3-chloro-6-dimethylaminopyridazine and 2.08 g (0.02 moles) monocarbethoxyhydrazine is warmed up for half an hour at 160° C. The resulting mixture is cooled, water added thereto, the solid which separates filtered away and the filtrate neutralized with NaHCO3 until a final pH 7. The mixture is then extracted with chloroform; the organic extract dried over sodium sulphate and the solvent evaporated. The residual oil is purified by chromatography on silica gel, elut... Reactants: ClC(Cl)(Cl)Cl, CON=C(C=NOC(C)c1ccccc1C(=CC(=O)OC)OC)SC, CC#N, [O-][I+3]([O-])([O-])[O-], [Na+], O. Product: CON=C(C=NOC(C)c1ccccc1C(=CC(=O)OC)OC)S(C)(=O)=O. As a reaction SMILES: [C:33]([Cl:34])([Cl:35])([Cl:36])[Cl:37].[CH3:1][O:2][C:3](=[CH:4][C:5](=[O:6])[O:7][CH3:8])[c:9]1[c:10]([CH:15]([CH3:16])[O:17][N:18]=[CH:19][C:20]([S:21][CH3:22])=[N:23][O:24][CH3:25])[cH:11][cH:12][cH:13][cH:14]1.[CH3:38][C:39]#[N:40].[I+3:26]([O-:27])([O-:28])([O-:29])[O-:30].[Na+:31].[OH2:32]>>[CH3:1][O:2][C:3](=[CH:4][C:5](=[O:6])[O:7][CH3:8])[c:9]1[c:10]([CH:15]([CH3:16])[O:17][N:18]=[CH:19][C:20]([S:21]([CH3:22])(=[O:27])=[O:32])=[N:23][O:24][CH3:25])[cH:11][cH:12][cH:13][cH:14]1. Yields the product CCOC(=O)C(C)(C)Oc1ccc(OC)cc1F. Reaction SMILES: [Br:11][C:12]([C:13](=[O:14])[O:15][CH2:16][CH3:17])([CH3:18])[CH3:19].[C:20](=[O:21])([O-:22])[O-:23].[CH3:27][N:28]([CH3:29])[CH:30]=[O:31].[F:1][c:2]1[c:3]([OH:10])[cH:4][cH:5][c:6]([O:8][CH3:9])[cH:7]1.[K+:24].[K+:25].[OH2:26]>>[F:1][c:2]1[c:3]([O:10][C:12]([C:13](=[O:14])[O:15][CH2:16][CH3:17])([CH3:18])[CH3:19])[cH:4][cH:5][c:6]([O:8][CH3:9])[cH:7]1. Starting materials: CCOC(=O)C(C)(C)Br, O=C([O-])[O-], CN(C)C=O, COc1ccc(O)c(F)c1, [K+], [K+], O. The yield is 121.8%. Solvent: C1(=CC=CC=C1)C (toluene), C1(=CC=CC=C1)C (toluene). The product is COC1=C(C=CC=C1)C=1C=C(C=CC1)CC(=O)OC (methyl (3-(2-methoxyphenyl)phenyl)acetate). Starting materials: BrC=1C=C(C=CC1)CC(=O)OC (Methyl (3-bromophenyl)acetate), C([O-])([O-])=O.[Na+].[Na+] (sodium carbonate), [Cl-].[Na+].C(C)(=O)OCC (sodium chloride ethyl acetate), COC1=C(C=CC=C1)B(O)O (2-Methoxybenzene boronic acid). RXN SMILES: Br[C:2]1[CH:3]=[C:4]([CH2:8][C:9]([O:11][CH3:12])=[O:10])[CH:5]=[CH:6][CH:7]=1.C(=O)([O-])[O-].[Na+].[Na+].[CH3:19][O:20][C:21]1[CH:26]=[CH:25][CH:24]=[CH:23][C:22]=1B(O)O.[Cl-].[Na+].C(OCC)(=O)C>C1(C)C=CC=CC=1.C1C=CC([P]([Pd]([P](C2C=CC=CC=2)(C2C=CC=CC=2)C2C=CC=CC=2)([P](C2C=CC=CC=2)(C2C=CC=CC=2)C2C=CC=CC=2)[P](C2C=CC=CC=2)(C2C=CC=CC=2)C2C=CC=CC=2)(C2C=CC=CC=2)C2C=CC=CC=2)=CC=1>[CH3:19][O:20][C:21]1[CH:26]=[CH:25][CH:24]=[CH:23][C:22]=1[C:2]1[CH:3]=[C:4]([CH2:8][C:9]([O:11][CH3:12])=[O:10])[CH:5]=[CH:6][CH:7]=1 |f:1.2.3,5.6.7,^1:48,50,69,88|. Procedure: Methyl (3-bromophenyl)acetate (2.06 g, 9.0 mmol), tetrakis(triphenylphosphine)palladium (0)(115 mg), sodium carbonate (2.61 g, 25 mmol in 2 ml water) and toluene (10 ml) were degassed under nitrogen in a 25 ml flask fitted with a reflux condenser. 2-Methoxybenzene boronic acid (1.5 g, 9.87 mmol) in toluene (1 ml) was added and the mixture was heated at reflux overnight, then mixed with 1:1 saturated sodium chloride/ethyl acetate (15 ml). The organic materials were separated, dried (MgSO4), then ... Reagents/catalysts: C=1C=CC(=CC1)[P](C=2C=CC=CC2)(C=3C=CC=CC3)[Pd]([P](C=4C=CC=CC4)(C=5C=CC=CC5)C=6C=CC=CC6)([P](C=7C=CC=CC7)(C=8C=CC=CC8)C=9C=CC=CC9)[P](C=1C=CC=CC1)(C=1C=CC=CC1)C=1C=CC=CC1 (tetrakis(triphenylphosphine)palladium). Starting materials: OCCOC(C(=C)C)=O (Hydroxyethylmethacrylate), ClC(C(=O)Cl)(Cl)Cl (trichloroacetyl chloride), ice, ClC(C)Cl (Dichloroethane). Solvent: C(C)N(CC)CC (triethylamine). Conditions: time 6 hour. The product is ClC(C(=O)OCCOC(C(=C)C)=O)(Cl)Cl (Trichloromethylcarbonyloxyethylmethacrylate). RXN SMILES: [OH:1][CH2:2][CH2:3][O:4][C:5](=[O:9])[C:6]([CH3:8])=[CH2:7].ClC(Cl)C.[Cl:14][C:15]([Cl:20])([Cl:19])[C:16](Cl)=[O:17]>C(N(CC)CC)C>[Cl:14][C:15]([Cl:20])([Cl:19])[C:16]([O:1][CH2:2][CH2:3][O:4][C:5](=[O:9])[C:6]([CH3:8])=[CH2:7])=[O:17]. Procedure details: Hydroxyethylmethacrylate (13.0 g) was placed in a 250 ml, three-necked, round-bottomed flask, fitted with a stirrer, air condenser and two dropping funnels, as well as a thermometer. The apparatus was placed in an ice/salt freezing bath. Dichloroethane (100 ml) was added, followed by the simultaneous dropwise addition of triethylamine (10.1 g) and trichloroacetyl chloride (18.2 g). During the addition the temperature was not allowed to rise above 2° C. After the addition was complete, the mixtur... Starting materials: CI (methyl iodide), aqueous solution, [OH-].[Na+] (sodium hydroxide), C1(=CC=CC=C1)CC(C(=O)O)=O (phenylpyruvic acid). The solvent is O1CCCC1 (tetrahydrofuran). Reaction conditions: time 10 hour. The product is O=C(C(=O)[O-])C(C)C1=CC=CC=C1.[Na+] (sodium 2-oxo-3-phenylbutanoate). Yield: 68.0%. As a reaction SMILES: [OH-].[Na+:2].[C:3]1([CH2:9][C:10](=[O:14])[C:11]([OH:13])=[O:12])[CH:8]=[CH:7][CH:6]=[CH:5][CH:4]=1.[CH3:15]I>O1CCCC1>[O:14]=[C:10]([CH:9]([C:3]1[CH:8]=[CH:7][CH:6]=[CH:5][CH:4]=1)[CH3:15])[C:11]([O-:13])=[O:12].[Na+:2] |f:0.1,5.6|. Reported procedure: A 1N aqueous solution of sodium hydroxide (20 ml, 20 mmoles) and 30 ml of tetrahydrofuran were added to 1.64 g (10.0 mmoles) of phenylpyruvic acid to form a solution. Then, 2.0 ml of methyl iodide was added, and the mixture was stirred at room temperature for 10 hours. The reaction mixture was concentrated, and ether was added to the resulting pale yellowish white semi-solid. The precipitated sodium 2-oxo-3-phenylbutanoate as a white solid (0.68 g, yield 68 %) was isolated by filtration. Reactants: COC1=CC(=C(C=C1)O)[N+](=O)[O-] (4-methoxy-2-nitrophenol), C(C)O (ethanol). The reagents and catalysts are [Pd] (Pd/C). The solvent is C(C)(=O)OCC (ethyl acetate). Conditions: time 3 day. Product: NC1=C(C=CC(=C1)OC)O (2-Amino-4-methoxy-phenol). The yield is 83.0%. As a reaction SMILES: [CH3:1][O:2][C:3]1[CH:8]=[CH:7][C:6]([OH:9])=[C:5]([N+:10]([O-])=O)[CH:4]=1.C(O)C>[Pd].C(OCC)(=O)C>[NH2:10][C:5]1[CH:4]=[C:3]([O:2][CH3:1])[CH:8]=[CH:7][C:6]=1[OH:9]. Reported procedure: A mixture of 4-methoxy-2-nitrophenol (30.2 g, 0.18 mol), 10% Pd/C, ethanol (200 mL), and ethyl acetate (200 mL) was hydrogenated at ambient pressure and temperature for three days before it was filtered and concentrated in vacuo to give the title compound as a dark brown solid (20.78 g): 1H NMR (CDCl3, 200 MHz): δ=6.64 (m, 1H), 6.32 (m, 1H), 6.21 (m, 1H), 3.71 (s, 3H). Conditions: temperature 110 celsius. RXN SMILES: [Cl:1][C:2]1[C:7]([Cl:8])=[C:6](I)[CH:5]=[CH:4][N:3]=1.CC[N:12]([CH:16]([CH3:18])C)[CH:13]([CH3:15])C.[C:19]([O-:22])(O)=O.[Na+].[CH3:24][C:25]#N>>[Cl:1][C:2]1[C:7]([Cl:8])=[C:6]([N:12]2[CH2:13][CH2:15][C:7]3([C:6]4[CH:5]=[CH:4][CH:25]=[CH:24][C:19]=4[O:22][CH2:2]3)[CH2:18][CH2:16]2)[CH:5]=[CH:4][N:3]=1 |f:2.3|. Reported procedure: A mixture of intermediate D10 (3 g, 10.953 mmol), 4-spiro-[3-(2,3-dihydro-benzofuran)]piperidine [CAS 171-77-7] (2.28 g, 12.049 mmol and DIPEA (7.63 ml, 43.814 mmol) in CH3CN (100 ml) was heated in a sealed tube at 110° C. for 3 days. The mixture was then treated with NaHCO3 (aqueous sat. solution) and extracted with EtOAc. The organic layer was separated, dried (Na2SO4) and concentrated in vacuo. The crude product was purified by column chromatography (silica gel; DCM/7M solution of NH3 in MeOH... Reactants: C(=O)(O)[O-].[Na+] (NaHCO3), ClC1=NC=CC(=C1Cl)I (2,3-Dichloro-4-iodo-pyridine), 4-spiro-[3-(2,3-dihydro-benzofuran)]piperidine, CCN(C(C)C)C(C)C (DIPEA), CC#N (CH3CN). Yields the product ClC1=NC=CC(=C1Cl)N1CCC2(CC1)COC1=C2C=CC=C1 (1′-(2,3-Dichloropyridin-4-yl)spiro[1-benzofuran-3,4′-piperidine]).